This data is from the Open Reaction Database (ORD), a public repository of structured organic reaction records. The task is: describe an organic reaction: reactants, conditions, products, and yield Starting materials: NC(CO)(C)C (2-amino-2-methyl-1-propanol), C1COS(=O)(=O)C1 (1,3-propane sultone). Solvent: O1CCCC1 (tetrahydrofuran). Yields the product CC(CO)(C)NCCCS(=O)(=O)O (3-(1,1-dimethyl-2-hydroxyethyl)amino-1-propanesulfonic acid). As a reaction SMILES: [NH2:1][C:2]([CH3:6])([CH3:5])[CH2:3][OH:4].[CH2:7]1[CH2:13][S:10](=[O:12])(=[O:11])[O:9][CH2:8]1>O1CCCC1>[CH3:5][C:2]([NH:1][CH2:8][CH2:7][CH2:13][S:10]([OH:12])(=[O:11])=[O:9])([CH3:6])[CH2:3][OH:4]. Procedure details: To a solution of 2-amino-2-methyl-1-propanol (2.0 g, 21.4 mmol) in tetrahydrofuran (15 mL) was added 1,3-propane sultone (2.66 g, 21.4 mmol). The mixture was stirred at reflux for 2 hours. The reaction mixture was cooled to room temperature. The crude product was collected by filtration, washed with acetone (2×25 mL). The solid was suspended in EtOH (50 mL). The suspension was stirred at reflux for 5 minutes. The solid was collected by filtration and dried in a vacuum oven (50° C.), affording co...